This data is from the Open Reaction Database (ORD), a public repository of structured organic reaction records. The task is: describe an organic reaction: reactants, conditions, products, and yield Starting materials: BrCc1ccccc1, C1CCC2=NCCCN2CC1, Cc1nc(N=CN(C)C)[nH]c(=O)c1[N+](=O)[O-], Cl, CN(C)C=O. Product: Cc1nc(N=CN(C)C)n(Cc2ccccc2)c(=O)c1[N+](=O)[O-]. Reaction SMILES: [Br:28][CH2:29][c:30]1[cH:31][cH:32][cH:33][cH:34][cH:35]1.[CH2:17]1[CH2:18][CH2:19][C:20]2=[N:25][CH2:24][CH2:23][CH2:22][N:21]2[CH2:26][CH2:27]1.[CH3:1][N:2]([CH:3]=[N:4][c:5]1[nH:6][c:7](=[O:15])[c:8]([N+:12](=[O:13])[O-:14])[c:9]([CH3:11])[n:10]1)[CH3:16].[ClH:36].[O:37]=[CH:38][N:39]([CH3:40])[CH3:41]>>[CH3:1][N:2]([CH:3]=[N:4][c:5]1[n:6]([CH2:29][c:30]2[cH:31][cH:32][cH:33][cH:34][cH:35]2)[c:7](=[O:15])[c:8]([N+:12](=[O:13])[O-:14])[c:9]([CH3:11])[n:10]1)[CH3:16]. Reactants: BrB(Br)Br, CCCCCC, COc1ccc(C(=O)N2CCOc3ccncc32)cc1Cl, ClCCl. Yields the product O=C(c1ccc(O)c(Cl)c1)N1CCOc2ccncc21. RXN SMILES: [B:22]([Br:23])([Br:24])[Br:25].[CH3:29][CH2:30][CH2:31][CH2:32][CH2:33][CH3:34].[Cl:1][c:2]1[cH:3][c:4]([C:10](=[O:11])[N:12]2[c:13]3[c:14]([cH:18][cH:19][n:20][cH:21]3)[O:15][CH2:16][CH2:17]2)[cH:5][cH:6][c:7]1[O:8][CH3:9].[Cl:26][CH2:27][Cl:28]>>[Cl:1][c:2]1[cH:3][c:4]([C:10](=[O:11])[N:12]2[c:13]3[c:14]([cH:18][cH:19][n:20][cH:21]3)[O:15][CH2:16][CH2:17]2)[cH:5][cH:6][c:7]1[OH:8]. The reactants are COc1ccc(O)c(CC=Cc2ccccc2Br)c1, [C-]#N, CN1CCCC1=O. Yields the product COc1ccc(O)c(CC=Cc2ccccc2C#N)c1. RXN SMILES: [Br:3][c:4]1[c:5]([CH:6]=[CH:7][CH2:8][c:9]2[c:10]([OH:17])[cH:11][cH:12][c:13]([O:15][CH3:16])[cH:14]2)[cH:18][cH:19][cH:20][cH:21]1.[C-:1]#[N:2].[CH3:22][N:23]1[CH2:24][CH2:25][CH2:26][C:27]1=[O:28]>>[C:1](#[N:2])[c:4]1[c:5]([CH:6]=[CH:7][CH2:8][c:9]2[c:10]([OH:17])[cH:11][cH:12][c:13]([O:15][CH3:16])[cH:14]2)[cH:18][cH:19][cH:20][cH:21]1. The reactants are CC(=O)CC(C)C, O=c1[nH]c2ccc(Cl)cc2n1CCCCl, [I-], [K+], O=c1[nH]c2ccccc2n1C1CCNCC1, [Na+], [Na+], O=C([O-])[O-], O. Yields the product O=c1[nH]c2ccc(Cl)cc2n1CCCN1CCC(n2c(=O)[nH]c3ccccc32)CC1. As a reaction SMILES: [CH3:41][CH:42]([CH3:43])[CH2:44][C:45](=[O:46])[CH3:47].[Cl:1][c:2]1[cH:3][cH:4][c:5]2[c:6]([n:7]([CH2:11][CH2:12][CH2:13][Cl:14])[c:8](=[O:10])[nH:9]2)[cH:15]1.[I-:39].[K+:38].[NH:16]1[CH2:17][CH2:18][CH:19]([n:22]2[c:23](=[O:31])[nH:24][c:25]3[c:26]2[cH:27][cH:28][cH:29][cH:30]3)[CH2:20][CH2:21]1.[Na+:32].[Na+:33].[O-:34][C:35](=[O:36])[O-:37].[OH2:40]>>[Cl:1][c:2]1[cH:3][cH:4][c:5]2[c:6]([n:7]([CH2:11][CH2:12][CH2:13][N:16]3[CH2:17][CH2:18][CH:19]([n:22]4[c:23](=[O:31])[nH:24][c:25]5[c:26]4[cH:27][cH:28][cH:29][cH:30]5)[CH2:20][CH2:21]3)[c:8](=[O:10])[nH:9]2)[cH:15]1. The reactants are NCC=1C=C(CO)C=C(C1)CF (3-aminomethyl-5-fluoromethylbenzylalcohol), N1C=NC=C1 (imidazole), CC(C)(C)[Si](C)(C)Cl (TBDMSCl). Run in CN(C)C=O (DMF). Conditions: time 18 hour. The product is [Si](C)(C)(C(C)(C)C)OCC=1C=C(CN)C=C(C1)CF (3-(t-butyldimethylsilyloxy)methyl-5-fluoromethylbenzylamine). The yield is 76.0%. As a reaction SMILES: [NH2:1][CH2:2][C:3]1[CH:4]=[C:5]([CH:8]=[C:9]([CH2:11][F:12])[CH:10]=1)[CH2:6][OH:7].N1C=CN=C1.[CH3:18][C:19]([Si:22](Cl)([CH3:24])[CH3:23])([CH3:21])[CH3:20]>CN(C=O)C>[Si:22]([O:7][CH2:6][C:5]1[CH:4]=[C:3]([CH:10]=[C:9]([CH2:11][F:12])[CH:8]=1)[CH2:2][NH2:1])([C:19]([CH3:21])([CH3:20])[CH3:18])([CH3:24])[CH3:23]. Procedure details: 3-Aminomethyl-5-fluoromethylbenzylalcohol (38) (520 mg, 3.07 mmol) and imidazole (923 mg, 13.6 mmol) were dissolved in DMF (15.5 mL). The air was evacuated from the reaction system, and then Ar was charged therein. To the solution was added TBDMSCl (1.03 g, 6.83 mmol), and dissolved. Again the air was evacuated from the reaction system, and then Ar was charged therein. The mixture was stirred for 18 hours at a room temperature. TLC was used to confirm the progress of the reaction. The reaction m... Reactants: O=P(Cl)(Cl)Cl (POCl3), CN(C)C=O (DMF), CN(C1=CC(N(N=C1)C1CC(CC(C1)(C)C)(C)C)=O)C (5-dimethylamino-2-(3,3,5,5-tetramethyl-cyclohexyl)-2H-pyridazin-3-one), CN(C)C=O (DMF), NaHCO3 ice. Reaction conditions: time 30 minute. The product is CN(C1=C(C(N(N=C1)C1CC(CC(C1)(C)C)(C)C)=O)C=O)C (5-dimethylamino-3-oxo-2-(3,3,5,5-tetramethyl-cyclohexyl)-2,3-dihydro-pyridazine-4-carbaldehyde). Isolated yield 100.0%. Reaction SMILES: O=P(Cl)(Cl)Cl.[CH3:6][N:7]([CH3:25])[C:8]1[CH:13]=[N:12][N:11]([CH:14]2[CH2:19][C:18]([CH3:21])([CH3:20])[CH2:17][C:16]([CH3:23])([CH3:22])[CH2:15]2)[C:10](=[O:24])[CH:9]=1.CN([CH:29]=[O:30])C>>[CH3:25][N:7]([CH3:6])[C:8]1[CH:13]=[N:12][N:11]([CH:14]2[CH2:19][C:18]([CH3:20])([CH3:21])[CH2:17][C:16]([CH3:23])([CH3:22])[CH2:15]2)[C:10](=[O:24])[C:9]=1[CH:29]=[O:30]. Reported procedure: POCl3 (0.9 mL, 9.75 mmol) was slowly added to precooled (0° C.), anhydrous DMF (5 mL). After stirring at room temperature for 30 min, a solution of 5-dimethylamino-2-(3,3,5,5-tetramethyl-cyclohexyl)-2H-pyridazin-3-one (749 mg, 2.70 mmol) in anhydrous DMF (6 mL) was added and the mixture was stirred at 70° C. for 1.5 h. After cooling, the mixture was poured over saturated NaHCO3/ice. The aqueous layer was extracted with EtOAc (2×20 mL). The combined organics were dried (Na2SO4), filtered and evap...